From a dataset of the Open Reaction Database (ORD), a public repository of structured organic reaction records. describe an organic reaction: reactants, conditions, products, and yield The reactants are O=[N+]([O-])c1ccc(F)c(F)c1, [H-], [Na+], C1CCOC1, O, CN1CCC(O)CC1. Product: CN1CCC(Oc2ccc([N+](=O)[O-])cc2F)CC1. RXN SMILES: [F:11][c:12]1[cH:13][c:14]([N+:19](=[O:20])[O-:21])[cH:15][cH:16][c:17]1[F:18].[H-:9].[Na+:10].[O:23]1[CH2:24][CH2:25][CH2:26][CH2:27]1.[OH2:22].[OH:1][CH:2]1[CH2:3][CH2:4][N:5]([CH3:8])[CH2:6][CH2:7]1>>[O:1]([CH:2]1[CH2:3][CH2:4][N:5]([CH3:8])[CH2:6][CH2:7]1)[c:17]1[c:12]([F:11])[cH:13][c:14]([N+:19](=[O:20])[O-:21])[cH:15][cH:16]1.